Dataset: the Open Reaction Database (ORD), a public repository of structured organic reaction records. Task: describe an organic reaction: reactants, conditions, products, and yield Reactants: [(C3H5)PdCl]2, C(C)(=O)O (acetic acid), C1=CC=C(C=C1)P(C2=CC=CC=C2)C3=CC=CC=C3 (Ph3P), C(C)(=O)OC=C (vinyl acetate). Conditions: temperature 150 celsius. Product: C(C)(=O)OC(C(=O)O)C (α-acetoxypropionic acid). RXN SMILES: [CH:1]1C=CC(P(C2C=CC=CC=2)C2C=CC=CC=2)=CC=1.[C:20]([O:23]C=C)(=[O:22])[CH3:21].[C:26]([OH:29])(=[O:28])[CH3:27]>>[C:26]([O:29][CH:21]([CH3:1])[C:20]([OH:23])=[O:22])(=[O:28])[CH3:27]. Reported procedure: A 300 ml autoclave is charged with 0.110 g of [(C3H5)PdCl]2 (0.6 mmole Pd), 3.15 g. of Ph3P (12 mmole), 83 ml of acetic acid as solvent, and 37 ml of vinyl acetate (0.4 mole). The autoclave was flushed with nitrogen, pressured to 30 psig with carbon monoxide, and heated to 150° C. After reaching 150° C. one milliliter of water was pumped into the reaction solution from a Jurgenson Gauge and the pressure was raised to 700 psig with carbon monoxide. The reaction began absorbing gas as evidenced by... Reactants: FC1=C(CBr)C=CC=C1 (2-fluorobenzyl bromide), CC1(OB(OC1(C)C)C=1C=C2CCC(C2=CC1)NS(=O)(=O)C(C)C)C (N-(5-(4,4,5,5-tetramethyl-1,3,2-dioxaborolan-2-yl)-2,3-dihydro-1H-inden-1-yl)propane-2-sulfonamide), C([O-])([O-])=O.[Na+].[Na+] (sodium carbonate). Reagents/catalysts: C1CC(=O)[N-]C1=O.C1=CC=C(C=C1)P(C2=CC=CC=C2)C3=CC=CC=C3.C1=CC=C(C=C1)P(C2=CC=CC=C2)C3=CC=CC=C3.Br[Pd+] (trans-Bromo(N-succinimidyl)bis(triphenylphosphine)palladium(II)). The solvent is O1CCCC1 (tetrahydrofuran), O (water), C(Cl)Cl (DCM), O (water). Reaction conditions: temperature 80 celsius, time 16 hour. The product is FC1=C(CC=2C=C3CCC(C3=CC2)NS(=O)(=O)C(C)C)C=CC=C1 (N-(5-(2-fluorobenzyl)-2,3-dihydro-1H-inden-1-yl)propane-2-sulfonamide). Isolated yield 67.3%. RXN SMILES: [F:1][C:2]1[CH:9]=[CH:8][CH:7]=[CH:6][C:3]=1[CH2:4]Br.CC1(C)C(C)(C)OB([C:18]2[CH:19]=[C:20]3[C:24](=[CH:25][CH:26]=2)[CH:23]([NH:27][S:28]([CH:31]([CH3:33])[CH3:32])(=[O:30])=[O:29])[CH2:22][CH2:21]3)O1.C(=O)([O-])[O-].[Na+].[Na+]>O1CCCC1.O.C(Cl)Cl.C1C(=O)[N-]C(=O)C1.C1C=CC(P(C2C=CC=CC=2)C2C=CC=CC=2)=CC=1.C1C=CC(P(C2C=CC=CC=2)C2C=CC=CC=2)=CC=1.Br[Pd+]>[F:1][C:2]1[CH:9]=[CH:8][CH:7]=[CH:6][C:3]=1[CH2:4][C:18]1[CH:19]=[C:20]2[C:24](=[CH:25][CH:26]=1)[CH:23]([NH:27][S:28]([CH:31]([CH3:33])[CH3:32])(=[O:29])=[O:30])[CH2:22][CH2:21]2 |f:2.3.4,8.9.10.11|. Reported procedure: A mixture of 2-fluorobenzyl bromide (33 μL, 0.27 mmol), N-(5-(4,4,5,5-tetramethyl-1,3,2-dioxaborolan-2-yl)-2,3-dihydro-1H-inden-1-yl)propane-2-sulfonamide (100 mg, 0.27 mmol), trans-Bromo(N-succinimidyl)bis(triphenylphosphine)palladium(II) (11 mg, 0.014 mmol), and sodium carbonate (145 mg, 1.37 mmol) in degassed tetrahydrofuran (1.33 mL) and water (0.66 mL) was stirred at 80° C. for 16 h. The reaction was then diluted with 6 mL of DCM and 2 mL of water and the mixture was filtered over a phase s...